From a dataset of the Open Reaction Database (ORD), a public repository of structured organic reaction records. describe an organic reaction: reactants, conditions, products, and yield Starting materials: CC1(OC2=C(NC1)C=C(C=C2)[N+](=O)[O-])C (3,4-dihydro-2,2-dimethyl-6-nitro-2H-1,4-benzoxazine), [H-].[Na+] (sodium hydride), Cl.BrC1=[N+](C=CC=C1)[O-] (2-bromopyridine N-oxide hydrochloride). The solvent is CN(C=O)C (N,N-dimethylformamide), O (water). Conditions: time 30 minute. The product is CC1(OC2=C(N(C1)C1=[N+](C=CC=C1)[O-])C=C(C=C2)[N+](=O)[O-])C (2-(3,4-dihydro-2,2-dimethyl-6-nitro-2H-1,4-benzoxazin-4-yl)pyridine N-oxide). Reaction SMILES: [CH3:1][C:2]1([CH3:15])[CH2:7][NH:6][C:5]2[CH:8]=[C:9]([N+:12]([O-:14])=[O:13])[CH:10]=[CH:11][C:4]=2[O:3]1.[H-].[Na+].Cl.Br[C:20]1[CH:25]=[CH:24][CH:23]=[CH:22][N+:21]=1[O-:26]>CN(C)C=O.O>[CH3:1][C:2]1([CH3:15])[CH2:7][N:6]([C:20]2[CH:25]=[CH:24][CH:23]=[CH:22][N+:21]=2[O-:26])[C:5]2[CH:8]=[C:9]([N+:12]([O-:14])=[O:13])[CH:10]=[CH:11][C:4]=2[O:3]1 |f:1.2,3.4|. Reported procedure: In 10 ml of N,N-dimethylformamide was dissolved 2.66 g of 3,4-dihydro-2,2-dimethyl-6-nitro-2H-1,4-benzoxazine followed by addition of 1.02 g of sodium hydride (60% in oil) and the mixture was stirred at room temperature for 30 minutes. Then, 2.77 g of 2-bromopyridine N-oxide hydrochloride was added with ice-cooling and, after the evolution of heat had subsided, the mixture was stirred at room temperature for 2 hours. The reaction mixture was then poured in water and extracted with ethyl acetate.... Reactants: COc1ccc(CN)cc1, CS(C)=O, N#Cc1cc(F)cc(F)c1. Yields the product COc1ccc(CNc2cc(F)cc(C#N)c2)cc1. RXN SMILES: [CH3:11][O:12][c:13]1[cH:14][cH:15][c:16]([CH2:17][NH2:18])[cH:19][cH:20]1.[CH3:21][S:22]([CH3:23])=[O:24].[F:1][c:2]1[cH:3][c:4]([C:5]#[N:6])[cH:7][c:8]([F:10])[cH:9]1>>[c:2]1([NH:18][CH2:17][c:16]2[cH:15][cH:14][c:13]([O:12][CH3:11])[cH:20][cH:19]2)[cH:3][c:4]([C:5]#[N:6])[cH:7][c:8]([F:10])[cH:9]1. The reactants are [O-]CC.[Na+] (sodium ethoxide), [OH-].[K+] (potassium hydroxide), alcohol, ice water, Cl (hydrochloric acid), CC(=CC=O)C=CC=C(CCC=C(C)C)C (3,7,11-trimethyl-2,4,6,10-dodecatetraen-1-al), C(C)OC(=O)C=C(CP(OCC)(OCC)=O)C (diethyl 3-ethoxycarbonyl-2-methyl-2-propenylphosphonate). Solvent: O1CCCC1 (tetrahydrofuran), CCCCCC (n-hexane), O (water). Run at temperature -20 celsius, time 1 hour. Yields the product CC(=CC(=O)O)C=CC=C(C=CC=C(CCC=C(C)C)C)C (3,7,11,15-Tetramethyl-2,4,6,8,10,14-hexadecahexaenoic acid). As a reaction SMILES: [O-]CC.[Na+].C([O:7][C:8]([CH:10]=[C:11]([CH3:21])[CH2:12]P(=O)(OCC)OCC)=[O:9])C.[CH3:22][C:23]([CH:27]=[CH:28][CH:29]=[C:30]([CH3:37])[CH2:31][CH2:32][CH:33]=[C:34]([CH3:36])[CH3:35])=[CH:24][CH:25]=O.[OH-].[K+].Cl>CCCCCC.O.O1CCCC1>[CH3:21][C:11]([CH:12]=[CH:25][CH:24]=[C:23]([CH3:22])[CH:27]=[CH:28][CH:29]=[C:30]([CH3:37])[CH2:31][CH2:32][CH:33]=[C:34]([CH3:36])[CH3:35])=[CH:10][C:8]([OH:7])=[O:9] |f:0.1,4.5|. Procedure: To a suspension of 30.0 g of sodium ethoxide in 300 ml. of tetrahydrofuran was added 118 g. of diethyl 3-ethoxycarbonyl-2-methyl-2-propenylphosphonate. To the mixture was added 67 g. of 3,7,11-trimethyl-2,4,6,10-dodecatetraen-1-al under stirring, chilling with ice and shielding from the light. After 1 hour, the reaction liquid was poured into 1 liter of water, and 1 liter of n-hexane was added for extraction. The n-hexane phase was separated, washed with two 100 ml. portions of a mixture of meth... The reactants are FC(C(=O)O)(F)F.CN(C)CC1=CC=C(S1)C=1C=C2C(=CNC2=C(C1)C(=O)N)C1CCN(CC1)S(=O)(=O)CC (5-{5-[(dimethylamino)methyl]-2-thienyl}-3-[1-(ethylsulfonyl)-4-piperidinyl]-1H-indole-7-carboxamide trifluoroacetate), CNC (dimethylamine). Product: FC(C(=O)O)(F)F.C(C)S(=O)(=O)N1CCC(CC1)C1=CNC2=C(C=C(C=C12)C=1SC(=CC1)CNCCC)C(=O)N (3-[1-(ethylsulfonyl)-4-piperidinyl]-5-{5-[(propylamino)methyl]-2-thienyl}-1H-indole-7-carboxamide trifluoroacetate). Yield: 16.4%. RXN SMILES: [F:1][C:2]([F:7])([F:6])[C:3]([OH:5])=[O:4].[CH3:8][N:9]([CH2:11][C:12]1[S:16][C:15]([C:17]2[CH:18]=[C:19]3[C:23](=[C:24]([C:26]([NH2:28])=[O:27])[CH:25]=2)[NH:22][CH:21]=[C:20]3[CH:29]2[CH2:34][CH2:33][N:32]([S:35]([CH2:38][CH3:39])(=[O:37])=[O:36])[CH2:31][CH2:30]2)=[CH:14][CH:13]=1)C.CNC>>[F:1][C:2]([F:7])([F:6])[C:3]([OH:5])=[O:4].[CH2:38]([S:35]([N:32]1[CH2:31][CH2:30][CH:29]([C:20]2[C:19]3[C:23](=[C:24]([C:26]([NH2:28])=[O:27])[CH:25]=[C:17]([C:15]4[S:16][C:12]([CH2:11][NH:9][CH2:8][CH2:2][CH3:3])=[CH:13][CH:14]=4)[CH:18]=3)[NH:22][CH:21]=2)[CH2:34][CH2:33]1)(=[O:36])=[O:37])[CH3:39] |f:0.1,3.4|. Procedure: The title compound was prepared according to the general procedure of 5-{5-[(dimethylamino)methyl]-2-thienyl}-3-[1-(ethylsulfonyl)-4-piperidinyl]-1H-indole-7-carboxamide trifluoroacetate, substituting propylamine (0.064 mL, 0.90 mmol) for 2M dimethylamine to afford 8.9 mg of the title compound (16.4%). Reactants: CCCCC(=O)N(CC=1C=CC(=CC1)C=2C=CC=CC2C=3NN=NN3)[C@@H](C(C)C)C(=O)O.[Ba] (valsartan barium), Cl (hydrochloric acid). The solvent is C(C)(=O)OCC (ethyl acetate), O (water). Run at time 1 hour. Product: C(=O)(O)[C@H](C(C)C)N(CC1=CC=C(C=C1)C1=C(C=CC=C1)C1=NN=NN1)C(CCCC)=O ((S)—N-(1-carboxy-2-methyl-prop-1-yl)-N-pentanoyl-N-[2′(1H-tetrazol-5-yl)biphenyl-4-yl-methyl]amine). RXN SMILES: [CH3:1][CH2:2][CH2:3][CH2:4][C:5]([N:7]([C@H:26]([C:30]([OH:32])=[O:31])[CH:27]([CH3:29])[CH3:28])[CH2:8][C:9]1[CH:10]=[CH:11][C:12]([C:15]2[CH:16]=[CH:17][CH:18]=[CH:19][C:20]=2[C:21]2[NH:22][N:23]=[N:24][N:25]=2)=[CH:13][CH:14]=1)=[O:6].[Ba].Cl>C(OCC)(=O)C.O>[C:30]([C@@H:26]([N:7]([C:5](=[O:6])[CH2:4][CH2:3][CH2:2][CH3:1])[CH2:8][C:9]1[CH:10]=[CH:11][C:12]([C:15]2[CH:16]=[CH:17][CH:18]=[CH:19][C:20]=2[C:21]2[NH:22][N:23]=[N:24][N:25]=2)=[CH:13][CH:14]=1)[CH:27]([CH3:28])[CH3:29])([OH:32])=[O:31] |f:0.1|. Procedure details: A slurry of valsartan barium (90 g) in ethyl acetate (900 ml) and water (360 ml) was treated with hydrochloric acid to attain a pH of about 2 to 2.5. The organic layer was separated, washed with water (3×270 ml) and concentrated at about 45° to 50° C. under reduced pressure. The residue was dissolved in ethyl acetate (225 ml) at 45° to 50° C., filtered at hot condition and cooled to 20° to 25° C. Pentane (900 ml) was then added slowly to the mixture and stirred for 1 hour at 20° to 25° C. The so... The reactants are [F-].C(C)(=O)NC=1C=C2C3=C([N+](=CC2=CN1)C)C=C(C=C3)Cl (2-acetamido-8-chloro-6-methylbenzo[c][2,7]naphthyridin-6-ium fluoride), [BH4-].[Na+] (NaBH4). The solvent is C1CCOC1 (THF), CO (MeOH). Run at time 45 minute. Yields the product ClC=1C=CC2=C(N(CC3=CN=C(C=C23)NC(C)=O)C)C1 (N-(8-chloro-6-methyl-5,6-dihydrobenzo[c][2,7]naphthyridin-2-yl)acetamide). Yield: 92.7%. As a reaction SMILES: [F-].[C:2]([NH:5][C:6]1[CH:7]=[C:8]2[C:13](=[CH:14][N:15]=1)[CH:12]=[N+:11]([CH3:16])[C:10]1[CH:17]=[C:18]([Cl:21])[CH:19]=[CH:20][C:9]2=1)(=[O:4])[CH3:3].[BH4-].[Na+]>C1COCC1.CO>[Cl:21][C:18]1[CH:19]=[CH:20][C:9]2[C:8]3[C:13](=[CH:14][N:15]=[C:6]([NH:5][C:2](=[O:4])[CH3:3])[CH:7]=3)[CH2:12][N:11]([CH3:16])[C:10]=2[CH:17]=1 |f:0.1,2.3|. Procedure: To a stirred solution of 2-acetamido-8-chloro-6-methylbenzo[c][2,7]naphthyridin-6-ium fluoride (2.1 g, 2.47 mmol) in a mixture of THF (20 mL) and MeOH (5 mL) at 0° C. was added NaBH4 (0.199 g, 5.27 mmol) in three portions and the reaction was stirred at rt for 45 min. The volatile organics were removed under reduced pressure; saturated ammonium chloride solution (30 mL) was added and the solution extracted with ethyl acetate (2×30 mL). The combined organic layers were washed with brine (25 mL), ...